This data is from the Open Reaction Database (ORD), a public repository of structured organic reaction records. The task is: describe an organic reaction: reactants, conditions, products, and yield The reactants are CC1(COB(OC1)C=1C=C(C=CC1)C1=NC(=NC=C1)N)C (4-[3-(5,5-dimethyl-[1,3,2]dioxaborinan-2-yl)-phenyl]-pyrimidin-2-ylamine), BrCC1=CC=C(COC2=C(C(=C(C=C2)C(C)=O)O)Cl)C=C1 (1-[4-(4-bromomethyl-benzyloxy)-3-chloro-2-hydroxy-phenyl]-ethanone). The product is NC1=NC=CC(=N1)C=1C=C(CC2=CC=C(COC3=C(C(=C(C=C3)C(C)=O)O)Cl)C=C2)C=CC1 (1-(4-{4-[3-(2-amino-pyrimidin-4-yl)-benzyl]-benzyloxy}-3-chloro-2-hydroxy-phenyl)-ethanone). RXN SMILES: CC1(C)COB([C:8]2[CH:9]=[C:10]([C:14]3[CH:19]=[CH:18][N:17]=[C:16]([NH2:20])[N:15]=3)[CH:11]=[CH:12][CH:13]=2)OC1.Br[CH2:23][C:24]1[CH:42]=[CH:41][C:27]([CH2:28][O:29][C:30]2[CH:35]=[CH:34][C:33]([C:36](=[O:38])[CH3:37])=[C:32]([OH:39])[C:31]=2[Cl:40])=[CH:26][CH:25]=1>>[NH2:20][C:16]1[N:15]=[C:14]([C:10]2[CH:9]=[C:8]([CH:13]=[CH:12][CH:11]=2)[CH2:23][C:24]2[CH:25]=[CH:26][C:27]([CH2:28][O:29][C:30]3[CH:35]=[CH:34][C:33]([C:36](=[O:38])[CH3:37])=[C:32]([OH:39])[C:31]=3[Cl:40])=[CH:41][CH:42]=2)[CH:19]=[CH:18][N:17]=1. Procedure: The title compound is prepared essentially as described in Example 92 using 4-[3-(5,5-dimethyl-[1,3,2]dioxaborinan-2-yl)-phenyl]-pyrimidin-2-ylamine (327 mg, 1.15 mmol) and 1-[4-(4-bromomethyl-benzyloxy)-3-chloro-2-hydroxy-phenyl]-ethanone (400 mg, 1.08 mmol). The title compound is isolated (109 mg, 0.237 mmol) as a yellow solid: 1H NMR (DMSO-d6) δ 2.10 (s, 3H), 4.04 (s, 2H), 5.30 (s, 2H), 6.62 (m, 2H), 6.88 (d, 1H), 7.08 (m, 1H), 7.29 (m, 2H), 7.40 (m, 4H), 7.92 (m, 3H), 8.28 (d, 1H), 13.12 (s,... Starting materials: FC(S(=O)(=O)OC=1N=C2C(=CNC2=CC1)C1CCN(CC1)C)(F)F (O-Trifluoromethanesulfonyl-3-(1-methylpiperidin-4-yl)-5-hydroxy-4-aza-1H-indole), S1C(=CC=C1)B(O)O (2-thiopheneboronic acid). Procedure details: O-Trifluoromethanesulfonyl-3-(1-methylpiperidin-4-yl)-5-hydroxy-4-aza-1H-indole (158 mg, 0.435 mmol) and 2-thiopheneboronic acid (83 mg, 0.653 mmol) were converted to 86 mg of the title compound by the procedure of Example 1 except that a wash with 3:1 chloroform:isopropanol was performed between the base and brine and the solvent system for chromatography was 0-5% methanol/dichloromethane. (67%). MS(FD) m/e 297.2 (M+). EA calculated for C17H19SN3: C, 68.69; H, 6.40; N, 14.14. Found: C, 69.02; H... Product: S1C(=CC=C1)C=1N=C2C(=CNC2=CC1)C1CCN(CC1)C (5-(Thien-2-yl)-3-(1-Methylpiperidin-4-yl)-4-Aza-1H-Indole). Isolated yield 66.5%. RXN SMILES: FC(F)(F)S(O[C:7]1[N:8]=[C:9]2[C:13](=[CH:14][CH:15]=1)[NH:12][CH:11]=[C:10]2[CH:16]1[CH2:21][CH2:20][N:19]([CH3:22])[CH2:18][CH2:17]1)(=O)=O.[S:25]1[CH:29]=[CH:28][CH:27]=[C:26]1B(O)O>>[S:25]1[CH:29]=[CH:28][CH:27]=[C:26]1[C:7]1[N:8]=[C:9]2[C:13](=[CH:14][CH:15]=1)[NH:12][CH:11]=[C:10]2[CH:16]1[CH2:17][CH2:18][N:19]([CH3:22])[CH2:20][CH2:21]1. The reactants are C(C)(=O)O.OC[C@]12CC[C@@H](C[C@@H]1CC[C@H]1[C@@H]3CCC([C@@]3(C)CC[C@H]21)=O)O[Si](C2=CC=CC=C2)(C2=CC=CC=C2)C2=CC=CC=C2 (19-hydroxy-3β-triphenylsiloxy-5α-androstan-17-one acetate), C(C)(=O)O[C@@H]1C[C@@H]2CC[C@H]3[C@@H]4CC[C@@H]([C@@]4(C)CC[C@@H]3[C@]2([C@@H](C1)C)COC)OC(C)=O (19-methoxy-1β-methyl-5α-androstane-3β,17β-diol diacetate), 3β-(1'-cyclopentenyloxy)-19-hydroxy-5α-androstan-17-one acetate, 19-hydroxy-3β-(2'-tetrahydropyranyloxy)-5α-androstan-17-one acetate. The product is 3β-(1'-cyclopentenyl-oxy)-19-hydroxy-5α-androstan-17-one, OC[C@]12CC[C@@H](C[C@@H]1CC[C@H]1[C@@H]3CCC([C@@]3(C)CC[C@H]21)=O)O[Si](C2=CC=CC=C2)(C2=CC=CC=C2)C2=CC=CC=C2 (19-hydroxy-3β-triphenylsiloxy-5α-androstan-17-one), COC[C@]12[C@@H](C[C@@H](C[C@@H]1CC[C@H]1[C@@H]3CC[C@@H]([C@@]3(C)CC[C@H]21)O)O)C (19-methoxy-1β-methyl-5α-androstane-3β,17β-diol). As a reaction SMILES: C(O)(=O)C.[OH:5][CH2:6][C@@:7]12[C@@H:24]3[C@H:15]([C@H:16]4[C@@:20]([CH2:22][CH2:23]3)([CH3:21])[C:19](=[O:25])[CH2:18][CH2:17]4)[CH2:14][CH2:13][C@H:12]1[CH2:11][C@@H:10]([O:26][Si:27]([C:40]1[CH:45]=[CH:44][CH:43]=[CH:42][CH:41]=1)([C:34]1[CH:39]=[CH:38][CH:37]=[CH:36][CH:35]=1)[C:28]1[CH:33]=[CH:32][CH:31]=[CH:30][CH:29]=1)[CH2:9][CH2:8]2.C([O:49][C@H:50]1[CH2:67][C@@H:66]([CH3:68])[C@@:65]2([CH2:69][O:70][CH3:71])[C@@H:52]([CH2:53][CH2:54][C@@H:55]3[C@@H:64]2[CH2:63][CH2:62][C@@:60]2([CH3:61])[C@H:56]3[CH2:57][CH2:58][C@@H:59]2[O:72]C(=O)C)[CH2:51]1)(=O)C>>[OH:5][CH2:6][C@@:7]12[C@@H:24]3[C@H:15]([C@H:16]4[C@@:20]([CH2:22][CH2:23]3)([CH3:21])[C:19](=[O:25])[CH2:18][CH2:17]4)[CH2:14][CH2:13][C@H:12]1[CH2:11][C@@H:10]([O:26][Si:27]([C:40]1[CH:41]=[CH:42][CH:43]=[CH:44][CH:45]=1)([C:28]1[CH:29]=[CH:30][CH:31]=[CH:32][CH:33]=1)[C:34]1[CH:35]=[CH:36][CH:37]=[CH:38][CH:39]=1)[CH2:9][CH2:8]2.[CH3:71][O:70][CH2:69][C@@:65]12[C@@H:64]3[C@H:55]([C@H:56]4[C@@:60]([CH2:62][CH2:63]3)([CH3:61])[C@@H:59]([OH:72])[CH2:58][CH2:57]4)[CH2:54][CH2:53][C@H:52]1[CH2:51][C@@H:50]([OH:49])[CH2:67][C@H:66]2[CH3:68] |f:0.1|. Procedure details: Substituting 3β-(1'-cyclopentenyloxy)-19-hydroxy-5α-androstan-17-one acetate, 19-hydroxy-3β-triphenylsiloxy-5α-androstan-17-one acetate and 19-methoxy-1β-methyl-5α-androstane-3β,17β-diol diacetate for the 19-hydroxy-3β-(2'-tetrahydropyranyloxy)-5α-androstan-17-one acetate above results in the preparation of 3β-(1'-cyclopentenyl-oxy)-19-hydroxy-5α-androstan-17-one, 19-hydroxy-3β-triphenylsiloxy-5α-androstan-17-one and 19-methoxy-1β-methyl-5α-androstane-3β,17β-diol, respectively. Starting materials: COC1=CC=CC=2CNC3=C(OC21)C=CC(=C3)C(=O)OCC (ethyl 10,11-dihydro-4-methoxydibenz-[b,f][1,4]oxazepine-8-carboxylate), C1(=C(C(=O)C(=C(C1=O)Cl)Cl)Cl)Cl (chloranil). Run in C=1(C(=CC=CC1)C)C (xylene). The product is COC1=CC=CC=2C=NC3=C(OC21)C=CC(=C3)C(=O)OCC (ethyl 4-methoxydibenz[b,f][1,4]oxazepine-8-carboxylate). The yield is 90.6%. Reaction SMILES: [CH3:1][O:2][C:3]1[C:13]2[O:12][C:11]3[CH:14]=[CH:15][C:16]([C:18]([O:20][CH2:21][CH3:22])=[O:19])=[CH:17][C:10]=3[NH:9][CH2:8][C:7]=2[CH:6]=[CH:5][CH:4]=1.C1(Cl)C(=O)C(Cl)=C(Cl)C(=O)C=1Cl>C1(C)C(C)=CC=CC=1>[CH3:1][O:2][C:3]1[C:13]2[O:12][C:11]3[CH:14]=[CH:15][C:16]([C:18]([O:20][CH2:21][CH3:22])=[O:19])=[CH:17][C:10]=3[N:9]=[CH:8][C:7]=2[CH:6]=[CH:5][CH:4]=1. Procedure: A mixture of 2 g of ethyl 10,11-dihydro-4-methoxydibenz-[b,f][1,4]oxazepine-8-carboxylate, 2 g of chloranil and 30 ml of xylene was refluxed for 3 hours, and the solvent was distilled off under vacuum. The residue was subjected to chromatography on silica gel to give 1.8 g of ethyl 4-methoxydibenz[b,f][1,4]oxazepine-8-carboxylate. The melting point and elemental analysis of the product were the same as those of a mixture with the product obtained in Example 1. Starting materials: NC1=CC(=C(C(=O)NCC2CCN(CC2)CCCCCNCC2=CC=CC=C2)C=C1Cl)OC (4-Amino-N-((1-(5-benzylaminopentyl)piperidin-4-yl)methyl)-5-chloro-2-methoxybenzamide), C(#N)[BH3-].[Na+] (sodium cyanoborohydride), CC(=O)C (acetone). Yields the product NC1=CC(=C(C(=O)NCC2CCN(CC2)CCCCCN(CC2=CC=CC=C2)C(C)C)C=C1Cl)OC (4-amino-5-chloro-N-((1-(5-(N-isopropyl-N-benzylamino)pentyl)piperidin-4-yl)methyl)-2-methoxybenzamide). As a reaction SMILES: [NH2:1][C:2]1[C:30]([Cl:31])=[CH:29][C:5]([C:6]([NH:8][CH2:9][CH:10]2[CH2:15][CH2:14][N:13]([CH2:16][CH2:17][CH2:18][CH2:19][CH2:20][NH:21][CH2:22][C:23]3[CH:28]=[CH:27][CH:26]=[CH:25][CH:24]=3)[CH2:12][CH2:11]2)=[O:7])=[C:4]([O:32][CH3:33])[CH:3]=1.C([BH3-])#N.[Na+].[CH3:38][C:39]([CH3:41])=O>>[NH2:1][C:2]1[C:30]([Cl:31])=[CH:29][C:5]([C:6]([NH:8][CH2:9][CH:10]2[CH2:11][CH2:12][N:13]([CH2:16][CH2:17][CH2:18][CH2:19][CH2:20][N:21]([CH:39]([CH3:41])[CH3:38])[CH2:22][C:23]3[CH:28]=[CH:27][CH:26]=[CH:25][CH:24]=3)[CH2:14][CH2:15]2)=[O:7])=[C:4]([O:32][CH3:33])[CH:3]=1 |f:1.2|. Procedure details: 4-Amino-N-((1-(5-benzylaminopentyl)piperidin-4-yl)methyl)-5-chloro-2-methoxybenzamide (2.0 g) as starting compound, acetone (0.3 ml) and sodium cyanoborohydride (0.35 g) were reacted and treated in the same manner as in Example 136 to give 0.43 g of 4-amino-5-chloro-N-((1-(5-(N-isopropyl-N-benzylamino)pentyl)piperidin-4-yl)methyl)-2-methoxybenzamide. Starting materials: ClC=1C=C(C=CC1)[C@@H](C)N ((R)-1-(3-chlorophenyl)ethanamine), C(C)(C)(C)OC(=O)C1=C(C=CC=C1)C1=CC=C(C=C1)CN1C(=C(C2=CC(=CC=C12)C(=O)O)C)C (1-((2′-(tert-butoxycarbonyl)-[1,1′-biphenyl]-4-yl)methyl)-2,3-dimethyl-1H-indole-5-carboxylic acid). Product: ClC=1C=C(C=CC1)[C@@H](C)NC(=O)C=1C=C2C(=C(N(C2=CC1)CC1=CC=C(C=C1)C=1C(=CC=CC1)C(=O)O)C)C ((R)-4′-((5-((1-(3-chlorophenyl)ethyl)carbamoyl)-2,3-dimethyl-1H-indol-1-yl)methyl)-[1,1′-biphenyl]-2-carboxylic acid). RXN SMILES: [Cl:1][C:2]1[CH:3]=[C:4]([C@H:8]([NH2:10])[CH3:9])[CH:5]=[CH:6][CH:7]=1.C([O:15][C:16]([C:18]1[CH:23]=[CH:22][CH:21]=[CH:20][C:19]=1[C:24]1[CH:29]=[CH:28][C:27]([CH2:30][N:31]2[C:39]3[C:34](=[CH:35][C:36]([C:40](O)=[O:41])=[CH:37][CH:38]=3)[C:33]([CH3:43])=[C:32]2[CH3:44])=[CH:26][CH:25]=1)=[O:17])(C)(C)C>>[Cl:1][C:2]1[CH:3]=[C:4]([C@H:8]([NH:10][C:40]([C:36]2[CH:35]=[C:34]3[C:39](=[CH:38][CH:37]=2)[N:31]([CH2:30][C:27]2[CH:26]=[CH:25][C:24]([C:19]4[C:18]([C:16]([OH:17])=[O:15])=[CH:23][CH:22]=[CH:21][CH:20]=4)=[CH:29][CH:28]=2)[C:32]([CH3:44])=[C:33]3[CH3:43])=[O:41])[CH3:9])[CH:5]=[CH:6][CH:7]=1. Procedure: The title compound was prepared following the same general protocol as described in Step 8-9, Example 1, using the (R)-1-(3-chlorophenyl)ethanamine and the 1-((2′-(tert-butoxycarbonyl)-[1,1′-biphenyl]-4-yl)methyl)-2,3-dimethyl-1H-indole-5-carboxylic acid. ESI-MS (m/z): 537/538/539 [M+H]+. Reactants: C(C)C(C#C/C=C(\C)/C=1C=C(OCC=2C=C(C(C(=O)OC)=CC2)C(=O)OC)C=CC1)(CC)O (dimethyl 4-[3-((E)-5-ethyl-5-hydroxy-1-methylhept-1-en-3-ynyl)phenoxymethyl]phthalate), [BH4-].[Li+] (lithium borohydride). Product: OCC=1C=C(COC=2C=C(C=CC2)/C(=C/C#CC(CC)(O)CC)/C)C=CC1CO ((E)-7-[3-(3,4-bis-Hydroxymethylbenzyloxy)phenyl]-3-ethyloct-6-en-4-yn-3-ol). RXN SMILES: [CH2:1]([C:3]([OH:33])([CH2:31][CH3:32])[C:4]#[C:5]/[CH:6]=[C:7](/[C:9]1[CH:10]=[C:11]([CH:28]=[CH:29][CH:30]=1)[O:12][CH2:13][C:14]1[CH:15]=[C:16]([C:24](OC)=[O:25])[C:17](=[CH:22][CH:23]=1)[C:18](OC)=[O:19])\[CH3:8])[CH3:2].[BH4-].[Li+]>>[OH:25][CH2:24][C:16]1[CH:15]=[C:14]([CH:23]=[CH:22][C:17]=1[CH2:18][OH:19])[CH2:13][O:12][C:11]1[CH:10]=[C:9](/[C:7](/[CH3:8])=[CH:6]/[C:5]#[C:4][C:3]([CH2:31][CH3:32])([OH:33])[CH2:1][CH3:2])[CH:30]=[CH:29][CH:28]=1 |f:1.2|. Procedure details: In a manner similar to Example 53(e), by reacting 390 mg (0.87 mmol) of dimethyl 4-[3-((E)-5-ethyl-5-hydroxy-1-methylhept-1-en-3-ynyl)phenoxymethyl]phthalate (prepared from the previous product in a manner similar to Example 64(d)) with 56 mg (2.6 mmol) of lithium borohydride, a colourless oil is obtained (m=248 mg; Y=72%).